Dataset: the Open Reaction Database (ORD), a public repository of structured organic reaction records. Task: describe an organic reaction: reactants, conditions, products, and yield The reactants are C1CCOC1, Cc1nc(Cl)c(C)c(Cl)n1, Cc1cc(C)c(O)c(C)c1, [H-], [Na+]. Yields the product Cc1cc(C)c(Oc2nc(C)nc(Cl)c2C)c(C)c1. Reaction SMILES: [CH2:23]1[O:24][CH2:25][CH2:26][CH2:27]1.[CH3:13][c:14]1[n:15][c:16]([Cl:22])[c:17]([CH3:21])[c:18]([Cl:20])[n:19]1.[CH3:1][c:2]1[c:3]([OH:10])[c:4]([CH3:9])[cH:5][c:6]([CH3:8])[cH:7]1.[H-:12].[Na+:11]>>[CH3:1][c:2]1[c:3]([O:10][c:18]2[c:17]([CH3:21])[c:16]([Cl:22])[n:15][c:14]([CH3:13])[n:19]2)[c:4]([CH3:9])[cH:5][c:6]([CH3:8])[cH:7]1. Reactants: C(C)(C)(C)OC(=O)N1CCNCC1 (1-(tert-Butoxycarbonyl)piperazine), C(C1=CC=CC=C1)OC1=C(C=CC(=C1)F)C(CBr)=O (2′-(benzyloxy)-2-bromo4′-fluoroacetophenone), C([O-])([O-])=O.[K+].[K+] (potassium carbonate). Run in CN(C)C=O (DMF). Run at time 18 hour. Yields the product C(C1=CC=CC=C1)OC1=C(C=CC(=C1)F)C(CN1CCN(CC1)C(=O)OC(C)(C)C)=O (2′-(benzyloxy)-2-[4-(tert-butoxycarbonyl)piperazin-1-yl]-4′-fluoroacetophenone). The yield is 80.2%. RXN SMILES: [C:1]([O:5][C:6]([N:8]1[CH2:13][CH2:12][NH:11][CH2:10][CH2:9]1)=[O:7])([CH3:4])([CH3:3])[CH3:2].[CH2:14]([O:21][C:22]1[CH:27]=[C:26]([F:28])[CH:25]=[CH:24][C:23]=1[C:29](=[O:32])[CH2:30]Br)[C:15]1[CH:20]=[CH:19][CH:18]=[CH:17][CH:16]=1.C(=O)([O-])[O-].[K+].[K+]>CN(C=O)C>[CH2:14]([O:21][C:22]1[CH:27]=[C:26]([F:28])[CH:25]=[CH:24][C:23]=1[C:29](=[O:32])[CH2:30][N:11]1[CH2:12][CH2:13][N:8]([C:6]([O:5][C:1]([CH3:4])([CH3:2])[CH3:3])=[O:7])[CH2:9][CH2:10]1)[C:15]1[CH:16]=[CH:17][CH:18]=[CH:19][CH:20]=1 |f:2.3.4|. Reported procedure: 1-(tert-Butoxycarbonyl)piperazine (808 mg, 4.34 mmol) was added to a mixture of 2′-(benzyloxy)-2-bromo4′-fluoroacetophenone (assumed 4.13 mmol) and potassium carbonate (856 mg, 6.20 mmol) in DMF, and stirred for 18 h at room temperature. The solvent was removed in vacuo, the residue taken up in ethyl acetate (150 mL) and washed with water (100 mL) and brine (100 mL). The organice layer was dried (MgSO4) and the solvents removed in vacuo. The crude product was purified by flash chromatography, el... Reactants: Cc1ccc(C(C)N)cc1S(C)(=O)=O, CC#N, CCN(C(C)C)C(C)C, Cc1ccc(N2CCc3ncnc(Cl)c3C2)c(C#N)c1. Yields the product Cc1ccc(N2CCc3ncnc(NC(C)c4ccc(C)c(S(C)(=O)=O)c4)c3C2)c(C#N)c1. As a reaction SMILES: [CH3:21][c:22]1[c:23]([S:31](=[O:32])(=[O:33])[CH3:34])[cH:24][c:25]([CH:28]([CH3:29])[NH2:30])[cH:26][cH:27]1.[CH3:35][C:36]#[N:37].[CH:38]([N:39]([CH2:40][CH3:41])[CH:42]([CH3:43])[CH3:44])([CH3:45])[CH3:46].[Cl:1][c:2]1[c:3]2[c:4]([n:5][cH:6][n:7]1)[CH2:8][CH2:9][N:10]([c:12]1[c:13]([C:14]#[N:15])[cH:16][c:17]([CH3:20])[cH:18][cH:19]1)[CH2:11]2>>[c:2]1([NH:30][CH:28]([c:25]2[cH:24][c:23]([S:31](=[O:32])(=[O:33])[CH3:34])[c:22]([CH3:21])[cH:27][cH:26]2)[CH3:29])[c:3]2[c:4]([n:5][cH:6][n:7]1)[CH2:8][CH2:9][N:10]([c:12]1[c:13]([C:14]#[N:15])[cH:16][c:17]([CH3:20])[cH:18][cH:19]1)[CH2:11]2. The reactants are COc1ccc(CN(Cc2ccc(OC)cc2)c2ncc(-c3nc(N4CCOCC4)nc4c3CCN4c3ccc(C(=O)O)cc3)cn2)cc1, CN(C)CCCN, COc1ccc(CN(Cc2ccc(OC)cc2)c2ncc(-c3nc(N4CCOCC4)nc4c3CCN4c3ccc(C(=O)NCCCN(C)C)cc3)cn2)cc1. Yields the product CN(C)CCCNC(=O)c1ccc(N2CCc3c(-c4cnc(N)nc4)nc(N4CCOCC4)nc32)cc1. RXN SMILES: [CH3:1][O:2][c:3]1[cH:4][cH:5][c:6]([CH2:7][N:8]([CH2:9][c:10]2[cH:11][cH:12][c:13]([O:14][CH3:15])[cH:16][cH:17]2)[c:18]2[n:19][cH:20][c:21](-[c:22]3[c:23]4[c:36]([n:37][c:38]([N:39]5[CH2:40][CH2:41][O:42][CH2:43][CH2:44]5)[n:45]3)[N:26]([c:27]3[cH:28][cH:29][c:30]([C:31]([OH:32])=[O:33])[cH:34][cH:35]3)[CH2:25][CH2:24]4)[cH:46][n:47]2)[cH:48][cH:49]1.[CH3:50][N:51]([CH3:52])[CH2:53][CH2:54][CH2:55][NH2:56].[CH3:57][O:58][c:59]1[cH:60][cH:61][c:62]([CH2:63][N:64]([c:65]2[n:66][cH:67][c:68](-[c:71]3[c:72]4[c:73]([n:74][c:75]([N:77]5[CH2:78][CH2:79][O:80][CH2:81][CH2:82]5)[n:76]3)[N:83]([c:86]3[cH:87][cH:88][c:89]([C:90](=[O:91])[NH:92][CH2:93][CH2:94][CH2:95][N:96]([CH3:97])[CH3:98])[cH:99][cH:100]3)[CH2:84][CH2:85]4)[cH:69][n:70]2)[CH2:101][c:102]2[cH:103][cH:104][c:105]([O:106][CH3:107])[cH:108][cH:109]2)[cH:110][cH:111]1>>[NH2:64][c:65]1[n:66][cH:67][c:68](-[c:71]2[c:72]3[c:73]([n:74][c:75]([N:77]4[CH2:78][CH2:79][O:80][CH2:81][CH2:82]4)[n:76]2)[N:83]([c:86]2[cH:87][cH:88][c:89]([C:90](=[O:91])[NH:92][CH2:93][CH2:94][CH2:95][N:96]([CH3:97])[CH3:98])[cH:99][cH:100]2)[CH2:84][CH2:85]3)[cH:69][n:70]1. The reactants are C(C)OC(CNCC#N)OCC (2,2-diethoxyethylaminoacetonitrile), C(C)(C)(C)OC(=O)N[C@@H](CC1=CC=CC=C1)C(=O)O (N-t-butoxycarbonyl-L-phenylalanine), Cl.C(C)N=C=NCCCN(C)C (1-ethyl-3-(3-dimethylaminopropyl)carbodiimide hydrochloride). The solvent is C(Cl)Cl (methylene chloride). Run at time 4 hour. The product is C(C1=CC=CC=C1)[C@@H]1N(C=CN(C1=O)CC#N)C(=O)OC(C)(C)C ((S)-2-Benzyl-1-t-butoxycarbonyl-4-cyanomethyl-1,2,3,4-tetrahydropyrazine-3-one). The yield is 64.9%. As a reaction SMILES: C(O[CH:4](OCC)[CH2:5][NH:6][CH2:7][C:8]#[N:9])C.[C:13]([O:17][C:18]([NH:20][C@H:21]([C:29]([OH:31])=O)[CH2:22][C:23]1[CH:28]=[CH:27][CH:26]=[CH:25][CH:24]=1)=[O:19])([CH3:16])([CH3:15])[CH3:14].Cl.C(N=C=NCCCN(C)C)C>C(Cl)Cl>[CH2:22]([C@H:21]1[C:29](=[O:31])[N:6]([CH2:7][C:8]#[N:9])[CH:5]=[CH:4][N:20]1[C:18]([O:17][C:13]([CH3:14])([CH3:15])[CH3:16])=[O:19])[C:23]1[CH:24]=[CH:25][CH:26]=[CH:27][CH:28]=1 |f:2.3|. Procedure: To a mixture of 3.0 g of 2,2-diethoxyethylaminoacetonitrile, 4.85 g of N-t-butoxycarbonyl-L-phenylalanine and 50 ml of methylene chloride was added 3.6 g of 1-ethyl-3-(3-dimethylaminopropyl)carbodiimide hydrochloride, which was stirred for 4 hours at room temperature. The reaction mixture was concentrated under reduced pressure. To the concentrate were added 100 ml of ethyl acetate and 50 ml of water. The mixture was shaken. The organic layer was separated, washed with water, dried over anhydrou... Starting materials: OC1=C(C(=O)OCC)C(=CC=C1)C (ethyl 2-hydroxy-6-methylbenzoate), [OH-].[Na+] (sodium hydroxide). Run in CO (methanol). The product is OC1=C(C(=O)O)C(=CC=C1)C (2-hydroxy-6-methylbenzoic acid). Yield: 94.1%. RXN SMILES: [OH:1][C:2]1[CH:12]=[CH:11][CH:10]=[C:9]([CH3:13])[C:3]=1[C:4]([O:6]CC)=[O:5].[OH-].[Na+]>CO>[OH:1][C:2]1[CH:12]=[CH:11][CH:10]=[C:9]([CH3:13])[C:3]=1[C:4]([OH:6])=[O:5] |f:1.2|. Reported procedure: Step 1 A solution of ethyl 2-hydroxy-6-methylbenzoate (2.04 g, 11.32 mmol) in methanol (25 mL) was treated at rt with 1 M aqueous sodium hydroxide (45.3 mL, 45.3 mmol) and the mixture was heated at reflux for 6 h. The mixture was cooled to rt and the methanol was removed under vacuum. The aqueous residue was treated with 1 M hydrochloric acid to pH ca. 1. The precipitate was collected by filtration, washed with water and dried under vacuum to give 2-hydroxy-6-methylbenzoic acid as a white solid ...